From a dataset of the Open Reaction Database (ORD), a public repository of structured organic reaction records. describe an organic reaction: reactants, conditions, products, and yield Starting materials: resultant mixture, COC=1C=C(CCN)C=CC1 (3-methoxyphenethylamine), ClC1=NC=C(C(=N1)Cl)Cl (2,4,5-trichloropyrimidine), C([O-])([O-])=O.[K+].[K+] (potassium carbonate). The solvent is CN(C=O)C (N,N-dimethylformamide). Yields the product ClC1=NC=C(C(=N1)NCCC1=CC(=CC=C1)OC)Cl (2,5-Dichloro-N-[2-(3-methoxyphenyl)ethyl]pyrimidin-4-amine). Isolated yield 95.0%. Reaction SMILES: [CH3:1][O:2][C:3]1[CH:4]=[C:5]([CH:9]=[CH:10][CH:11]=1)[CH2:6][CH2:7][NH2:8].[Cl:12][C:13]1[N:18]=[C:17](Cl)[C:16]([Cl:20])=[CH:15][N:14]=1.C(=O)([O-])[O-].[K+].[K+]>CN(C)C=O>[Cl:12][C:13]1[N:18]=[C:17]([NH:8][CH2:7][CH2:6][C:5]2[CH:9]=[CH:10][CH:11]=[C:3]([O:2][CH3:1])[CH:4]=2)[C:16]([Cl:20])=[CH:15][N:14]=1 |f:2.3.4|. Reported procedure: To a solution of 3-methoxyphenethylamine (1.93 mL, 13.2 mmol) and 2,4,5-trichloropyrimidine (1.59 mL, 13.9 mmol) in N,N-dimethylformamide (40 mL) was added potassium carbonate (5.5 g, 40 mmol). The resultant mixture was stirred overnight at room temperature. The reaction was quenched with water. EtOAc was added and the layers were separated. The aqueous layer was extracted with EtOAc twice. The combined organic layers were washed with water and brine successively, then dried (Na2SO4), filtered, ... Starting materials: COC1=NNC2=CC(=CC=C12)C(=CC(=O)NC)C1=NC(=CC=C1)C (3-(3-methoxy-1H-indazol-6-yl)-N-methyl-3-(6-methyl-pyridin-2yl)-acrylamide), N1C=CC2=CC=CC(=C12)C(CC(=O)NC)C1=CC=CC=C1 (3-(1H-Indol-7-yl)-N-methyl-3-phenyl-propionamide). Product: COC1=NNC2=CC(=CC=C12)C(CC(=O)NC)C1=NC(=CC=C1)C (3-(3-Methoxy-1H-indazol-6-yl)-N-methyl-3-(6-methyl-pyridin-2yl)-propionamide). As a reaction SMILES: [CH3:1][O:2][C:3]1[C:11]2[C:6](=[CH:7][C:8]([C:12]([C:18]3[CH:23]=[CH:22][CH:21]=[C:20]([CH3:24])[N:19]=3)=[CH:13][C:14]([NH:16][CH3:17])=[O:15])=[CH:9][CH:10]=2)[NH:5][N:4]=1.N1C2C(=CC=CC=2C(C2C=CC=CC=2)CC(NC)=O)C=C1>>[CH3:1][O:2][C:3]1[C:11]2[C:6](=[CH:7][C:8]([CH:12]([C:18]3[CH:23]=[CH:22][CH:21]=[C:20]([CH3:24])[N:19]=3)[CH2:13][C:14]([NH:16][CH3:17])=[O:15])=[CH:9][CH:10]=2)[NH:5][N:4]=1. Procedure: 3-(3-Methoxy-1H-indazol-6-yl)-N-methyl-3-(6-methyl-pyridin-2yl)-propionamide CCXLV was prepared from 3-(3-methoxy-1H-indazol-6-yl)-N-methyl-3-(6-methyl-pyridin-2yl)-acrylamide using the procedure described for preparation of 3-(1H-Indol-7-yl)-N-methyl-3-phenyl-propionamide XIX (Example 4).